Dataset: the Open Reaction Database (ORD), a public repository of structured organic reaction records. Task: describe an organic reaction: reactants, conditions, products, and yield The reactants are ClC1=C(OC2=CC=C3C=NN(C3=C2)C(C(=O)OCC)C)C(=CC(=C1)C(F)(F)F)F (Ethyl 2-[6-(2-chloro-4-trifluoromethyl-6-flourophenoxy)indazol-1-yl]propionate), N (ammonia). Run in CO (methanol). Run at time 18 hour. The product is compound 19, ClC1=C(OC2=CC=C3C=NN(C3=C2)C(C(=O)N)C)C(=CC(=C1)C(F)(F)F)F (2-[6-(2-chloro-4-trifluoromethyl-6-fluorophenoxy)indazol-1-yl]propionamide). Reaction SMILES: [Cl:1][C:2]1[CH:24]=[C:23]([C:25]([F:28])([F:27])[F:26])[CH:22]=[C:21]([F:29])[C:3]=1[O:4][C:5]1[CH:13]=[C:12]2[C:8]([CH:9]=[N:10][N:11]2[CH:14]([CH3:20])[C:15]([O:17]CC)=O)=[CH:7][CH:6]=1.[NH3:30]>CO>[Cl:1][C:2]1[CH:24]=[C:23]([C:25]([F:27])([F:28])[F:26])[CH:22]=[C:21]([F:29])[C:3]=1[O:4][C:5]1[CH:13]=[C:12]2[C:8]([CH:9]=[N:10][N:11]2[CH:14]([CH3:20])[C:15]([NH2:30])=[O:17])=[CH:7][CH:6]=1. Procedure: Ethyl 2-[6-(2-chloro-4-trifluoromethyl-6-flourophenoxy)indazol-1-yl]propionate (0.41 g) (prepared as in Example 1) was dissolved in methanol (25cm3), 880 ammonia (15cm3) added and the mixture stirred at room temperature for 18 hours. The white precipitate was collected by filtration and the solvent removed from the filtrate under vacuum. The residue was purified by flash chromatography (SiO2 ; EtOAc) to give compound 19, 2-[6-(2-chloro-4-trifluoromethyl-6-fluorophenoxy)indazol-1-yl]propionamide ...